This data is from the Open Reaction Database (ORD), a public repository of structured organic reaction records. The task is: describe an organic reaction: reactants, conditions, products, and yield The reactants are CS(=O)(=O)O[C@H]1[C@@H](CCCC1)OC1=CC=C(C=C1)Br ((1R,2R)-2-(4-bromophenoxy)cyclohexyl methanesulfonate), [N-]=[N+]=[N-].[Na+] (sodium azide). Run in CN(C=O)C (dimethylformamide), O (water), O (water). Conditions: temperature 120 celsius. Yields the product BrC1=CC=C(C=C1)O[C@H]1[C@H](CCCC1)N=[N+]=[N-] ((1R,2S)-2-azidocyclohexyl 4-bromophenyl ether). Reaction SMILES: CS(O[C@@H:6]1[CH2:11][CH2:10][CH2:9][CH2:8][C@H:7]1[O:12][C:13]1[CH:18]=[CH:17][C:16]([Br:19])=[CH:15][CH:14]=1)(=O)=O.[N-:20]=[N+:21]=[N-:22].[Na+]>CN(C)C=O.O>[Br:19][C:16]1[CH:17]=[CH:18][C:13]([O:12][C@@H:7]2[CH2:8][CH2:9][CH2:10][CH2:11][C@@H:6]2[N:20]=[N+:21]=[N-:22])=[CH:14][CH:15]=1 |f:1.2|. Procedure: To a solution of (1R,2R)-2-(4-bromophenoxy)cyclohexyl methanesulfonate (3.55 g, 10.2 mmol) in dimethylformamide (21.8 mL) and water (2.43 mL) was added sodium azide (95%, 2.09 mg, 30.5 mmol) and the reaction was heated at 120° C. for 23 hours. The reaction was cooled to room temperature, diluted with water (400 mL) and extracted with ethyl acetate (4×400 mL). The combined organic layers were washed with aqueous lithium chloride solution (1N, 400 mL), washed with water (400 mL), and dried over ma... As a reaction SMILES: [CH3:2][O:3][c:4]1[cH:5][c:6]2[c:11]([cH:12][c:13]1[O:14][CH3:15])[C:10]1([NH:9][CH2:8][C:7]2=[O:32])[CH2:16][CH2:17][N:18]([CH2:21][CH2:22][c:23]2[cH:24][cH:25][c:26]([N+:29](=[O:30])[O-:31])[cH:27][cH:28]2)[CH2:19][CH2:20]1.[CH3:44][CH2:45][OH:46].[ClH:1].[N+:33](=[O:34])([O-:35])[c:36]1[cH:37][cH:38][c:39]([CH2:40][Br:41])[cH:42][cH:43]1>>[CH3:2][O:3][c:4]1[cH:5][c:6]2[c:11]([cH:12][c:13]1[O:14][CH3:15])[C:10]1([N:9]([CH2:40][c:39]3[cH:38][cH:37][c:36]([N+:33](=[O:34])[O-:35])[cH:43][cH:42]3)[CH2:8][C:7]2=[O:32])[CH2:16][CH2:17][N:18]([CH2:21][CH2:22][c:23]2[cH:24][cH:25][c:26]([N+:29](=[O:30])[O-:31])[cH:27][cH:28]2)[CH2:19][CH2:20]1. The product is COc1cc2c(cc1OC)C1(CCN(CCc3ccc([N+](=O)[O-])cc3)CC1)N(Cc1ccc([N+](=O)[O-])cc1)CC2=O. The reactants are COc1cc2c(cc1OC)C1(CCN(CCc3ccc([N+](=O)[O-])cc3)CC1)NCC2=O, CCO, Cl, O=[N+]([O-])c1ccc(CBr)cc1. The reactants are CC1(CCC1)O (1-methylcyclobutanol), C(=O)(Cl)Cl (phosgene), N1=CC=CC=C1 (pyridine). Solvent: C1=CC=CC=C1 (benzene), C1=CC=CC=C1 (benzene). Run at time 30 minute. Yields the product ClC(=O)OC1(CCC1)C (1-Methylcyclobutyl Chloroformate). Reaction SMILES: [CH3:1][C:2]1([OH:6])[CH2:5][CH2:4][CH2:3]1.N1C=CC=CC=1.[C:13](Cl)([Cl:15])=[O:14]>C1C=CC=CC=1>[Cl:15][C:13]([O:6][C:2]1([CH3:1])[CH2:5][CH2:4][CH2:3]1)=[O:14]. Procedure details: A solution of 0.55 gm. (6.5 mM) of 1-methylcyclobutanol, and 0.44 ml. of pyridine in 10 ml. of benzene is added to a solution of phosgene in 10 ml. of benzene at 0°C. over a 30 minute period. The reaction is allowed to stir for 30 minutes and then filtered to remove pyridine hydrochloride formed during the reaction. Excess phosgene is removed by evaporation at reduced pressure and the volume of the benzene solution is reduced to 4-5 ml; the benzene solution of 1-methylcyclobutylchloroformate is ...